This data is from the Open Reaction Database (ORD), a public repository of structured organic reaction records. The task is: describe an organic reaction: reactants, conditions, products, and yield Reactants: CC(Cl)c1cccnc1, OCCN1CCN(Cc2ccc(F)cc2)CC1. Reagents/catalysts: O=C([O-])[O-].[Cs+].[Cs+] (cesium carbonate), [I-].[K+] (potassium iodide). Solvent: CN(C)C=O (DMF), CN(C)C=O (dmf), CN(C)C=O (DMF). Reaction conditions: temperature 70 celsius, time 16 hour. Yields the product CC(OCCN1CCN(Cc2ccc(F)cc2)CC1)c1cccnc1. Yields the product CCc1nccc(N2CCC(C)(C(=O)N3CCN(S(=O)(=O)c4ccc(Br)cc4)CC3)CC2)n1. As a reaction SMILES: [Br:19][c:20]1[cH:21][cH:22][c:23]([S:26](=[O:27])(=[O:28])[N:29]2[CH2:30][CH2:31][NH:32][CH2:33][CH2:34]2)[cH:24][cH:25]1.[CH2:1]([CH3:2])[c:3]1[n:4][cH:5][cH:6][c:7]([N:9]2[CH2:10][CH2:11][C:12]([C:15](=[O:16])[OH:17])([CH3:18])[CH2:13][CH2:14]2)[n:8]1>>[CH2:1]([CH3:2])[c:3]1[n:4][cH:5][cH:6][c:7]([N:9]2[CH2:10][CH2:11][C:12]([C:15](=[O:17])[N:32]3[CH2:31][CH2:30][N:29]([S:26]([c:23]4[cH:22][cH:21][c:20]([Br:19])[cH:25][cH:24]4)(=[O:27])=[O:28])[CH2:34][CH2:33]3)([CH3:18])[CH2:13][CH2:14]2)[n:8]1. The reactants are O=S(=O)(c1ccc(Br)cc1)N1CCNCC1, CCc1nccc(N2CCC(C)(C(=O)O)CC2)n1. The reactants are ClC1=NC(=NC(=C1)COC)C1=CC(=CC=C1)C (4-chloro-6-(methoxymethyl)-2-(3-methylphenyl)pyrimidine), COC1=CC(=CC=C1)N (m-anisidine). The product is COC=1C=C(NC2=NC(=NC(=C2)COC)C2=CC(=CC=C2)C)C=CC1 (4-(3-Methoxyanilino)-6-(methoxymethyl)-2-(3-methylphenyl)pyrimidine), solid. As a reaction SMILES: Cl[C:2]1[CH:7]=[C:6]([CH2:8][O:9][CH3:10])[N:5]=[C:4]([C:11]2[CH:16]=[CH:15][CH:14]=[C:13]([CH3:17])[CH:12]=2)[N:3]=1.[CH3:18][O:19][C:20]1[CH:25]=[CH:24][CH:23]=[C:22]([NH2:26])[CH:21]=1>>[CH3:18][O:19][C:20]1[CH:21]=[C:22]([CH:23]=[CH:24][CH:25]=1)[NH:26][C:2]1[CH:7]=[C:6]([CH2:8][O:9][CH3:10])[N:5]=[C:4]([C:11]2[CH:16]=[CH:15][CH:14]=[C:13]([CH3:17])[CH:12]=2)[N:3]=1. Reported procedure: The title compound was prepared from 4-chloro-6-(methoxymethyl)-2-(3-methylphenyl)pyrimidine (100 mg, 0.402 mmol) and m-anisidine (45 μl, 0.402 mmol) similar to Example 13 and isolated as a tan solid (154 mg). 1H NMR (CDCl3): 8.23 (d, J=9.0 Hz, 2H), 7.34 (s, 1H), 7.25–7.16 (m, 4H), 6.92–6.89 (m, 1H), 6.75 (s, 1H), 6.69–6.65 (m, 1H), 4.51 (s, 2H), 3.78 (s, 3H), 3.47 (s, 3H), 2.40 (s, 3H).